Dataset: the Open Reaction Database (ORD), a public repository of structured organic reaction records. Task: describe an organic reaction: reactants, conditions, products, and yield Reactants: C=1C=CN2C1CN(C1=C(C2)C=CC=C1)C(=O)C1=CC=C(C=C1)NC(C1=C(C=C(C=C1)Cl)Cl)=O (N-[4-(5H-pyrrolo[2,1-c][1,4]benzodiazepin-10(11H)-ylcarbonyl)phenyl]-2,4-dichlorobenzamide), C(C)(=O)OC(C)=O (acetic anhydride). Run in C(Cl)Cl (methylene chloride). The product is C(C)(=O)C1=CC=C2CN(C3=C(CN21)C=CC=C3)C(=O)C3=CC=C(C=C3)NC(C3=C(C=C(C=C3)Cl)Cl)=O (N-[4-[(3-Acetyl-5H-pyrrolo[2,1-c][1,4]benzodiazepin-10(11H)-yl]carbonyl]phenyl]-2,4-dichlorobenzamide). Reaction SMILES: [CH:1]1[CH:2]=[CH:3][N:4]2[CH2:10][C:9]3[CH:11]=[CH:12][CH:13]=[CH:14][C:8]=3[N:7]([C:15]([C:17]3[CH:22]=[CH:21][C:20]([NH:23][C:24](=[O:33])[C:25]4[CH:30]=[CH:29][C:28]([Cl:31])=[CH:27][C:26]=4[Cl:32])=[CH:19][CH:18]=3)=[O:16])[CH2:6][C:5]=12.[C:34](OC(=O)C)(=[O:36])[CH3:35]>C(Cl)Cl>[C:34]([C:3]1[N:4]2[C:5]([CH2:6][N:7]([C:15]([C:17]3[CH:18]=[CH:19][C:20]([NH:23][C:24](=[O:33])[C:25]4[CH:30]=[CH:29][C:28]([Cl:31])=[CH:27][C:26]=4[Cl:32])=[CH:21][CH:22]=3)=[O:16])[C:8]3[CH:14]=[CH:13][CH:12]=[CH:11][C:9]=3[CH2:10]2)=[CH:1][CH:2]=1)(=[O:36])[CH3:35]. Procedure: A stirred solution of 0.954 g of N-[4-(5H-pyrrolo[2,1-c][1,4]benzodiazepin-10(11H)-ylcarbonyl)phenyl]-2,4-dichlorobenzamide in 25 ml of methylene chloride and 5 ml of acetic anhydride is heated at reflux for 24 hours. The volatiles are evaporated in vacuo to a residue which is purified by column chromatography on silica gel by elution with ethyl acetatehexane (7:3) to give 0.800 g of a white solid; mass spectrum (M+H)519. Starting materials: ClC(C)Cl (dichloroethane), C(C)(C)(C)C1=CC=C(C(=O)Cl)C=C1 (4-t-butylbenzoyl chloride), O1OOCCC1 (trioxane). The reagents and catalysts are [Cl-].[Cl-].[Cl-].[Cl-].[Zr+4] (zirconium tetrachloride). Run in O (Water). Run at time 20 minute. Yields the product C(C)(C)(C)C1=CC=C(C(=O)OCCl)C=C1 (chloromethyl 4-t-butylbenzoate). Reaction SMILES: Cl[CH:2]([Cl:4])C.[C:5]([C:9]1[CH:17]=[CH:16][C:12]([C:13](Cl)=[O:14])=[CH:11][CH:10]=1)([CH3:8])([CH3:7])[CH3:6].[O:18]1CCCOO1>[Cl-].[Cl-].[Cl-].[Cl-].[Zr+4].O>[C:5]([C:9]1[CH:17]=[CH:16][C:12]([C:13]([O:18][CH2:2][Cl:4])=[O:14])=[CH:11][CH:10]=1)([CH3:8])([CH3:7])[CH3:6] |f:3.4.5.6.7|. Procedure details: To 10 ml of dichloroethane were added 1.1 g of zirconium tetrachloride and 1 g of 4-t-butylbenzoyl chloride, and the mixture was stirred at room temperature for 20 minutes. The mixture was cooled to 0° C., 0.19 g of trioxane was added, and the mixture was stirred at room temperature for 1 hour. Water was added slowly at 0° C., the resultant solution was extracted with chloroform three times, and the organic layers were combined, washed with an aqueous saturated sodium bicarbonate solution and an... The reactants are FC1=CC=C2N=C(C=3N(C2=C1)C(NN3)=O)N3CCNCC3 (8-fluoro-4-piperazin-1-yl-[1,2,4]triazolo[4,3-a]quinoxalin-1-one), ClC1=NC=C(C=C1)C#N (2-chloro-5-cyanopyridine), C([O-])([O-])=O.[Na+].[Na+] (sodium carbonate). Run in C(CCC)O (n-butanol). Product: FC1=CC=C2N=C(C=3N(C2=C1)C(NN3)=O)N3CCN(CC3)C3=NC=C(C=C3)C#N (8-Fluoro-4-[4-(5-cyano-pyridin-2-yl)-piperazin-1-yl]-2H-[1,2,4]triazolo[4,3-a]quinoxalin-1-one). Reaction SMILES: [F:1][C:2]1[CH:11]=[C:10]2[C:5]([N:6]=[C:7]([N:16]3[CH2:21][CH2:20][NH:19][CH2:18][CH2:17]3)[C:8]3[N:9]2[C:12](=[O:15])[NH:13][N:14]=3)=[CH:4][CH:3]=1.Cl[C:23]1[CH:28]=[CH:27][C:26]([C:29]#[N:30])=[CH:25][N:24]=1.C(=O)([O-])[O-].[Na+].[Na+]>C(O)CCC>[F:1][C:2]1[CH:11]=[C:10]2[C:5]([N:6]=[C:7]([N:16]3[CH2:17][CH2:18][N:19]([C:23]4[CH:28]=[CH:27][C:26]([C:29]#[N:30])=[CH:25][N:24]=4)[CH2:20][CH2:21]3)[C:8]3[N:9]2[C:12](=[O:15])[NH:13][N:14]=3)=[CH:4][CH:3]=1 |f:2.3.4|. Procedure details: A solution of 40 mg of 8-fluoro-4-piperazin-1-yl-[1,2,4]triazolo[4,3-a]quinoxalin-1-one, 36.8 mg of 2-chloro-5-cyanopyridine, and 47 mg of sodium carbonate in n-butanol (1 mL) was heated to reflux for 24 hrs. The reaction mixture was cooled to room temperature, filtered through a plug of diatomaceous earth, and evaporated to dryness. The residue was separated by silica gel chromatography to provide a white solid. MS (M−H)−=389.0. Starting materials: CC(C)(C)OC(=O)N1CC2CCN(c3ccc(Cl)nc3)C2C1, O=C(O)C(F)(F)F. The product is Clc1ccc(N2CCC3CNCC32)cn1. Reaction SMILES: [Cl:1][c:2]1[cH:3][cH:4][c:5]([N:8]2[CH:9]3[CH:10]([CH2:11][CH2:12]2)[CH2:13][N:14]([C:16]([O:17][C:18]([CH3:19])([CH3:20])[CH3:21])=[O:22])[CH2:15]3)[cH:6][n:7]1.[OH:23][C:24]([C:25]([F:26])([F:27])[F:28])=[O:29]>>[Cl:1][c:2]1[cH:3][cH:4][c:5]([N:8]2[CH:9]3[CH:10]([CH2:11][CH2:12]2)[CH2:13][NH:14][CH2:15]3)[cH:6][n:7]1. Starting materials: CC(=O)C1=CC=C(C=C1)OC (4-methoxyacetophenone), C(C)(=O)OCC (ethyl acetate), [H-].[Na+] (sodium hydride). Reagents/catalysts: C(C)O (ethanol), C1COC2=CC=CC=C2OCCOCCOC3=CC=CC=C3OCCO1 (dibenzo-18-crown-6). The solvent is C1CCOC1 (THF), C1CCOC1 (THF). Conditions: time 1 hour. Product: COC1=CC=C(C=C1)C(CC(C)=O)=O (1-(4-Methoxy-phenyl)-butane-1,3-dione). The yield is 81.0%. Reaction SMILES: [H-].[Na+].[C:3](OCC)(=[O:5])[CH3:4].[CH3:9][C:10]([C:12]1[CH:17]=[CH:16][C:15]([O:18][CH3:19])=[CH:14][CH:13]=1)=[O:11]>C1COCC1.C(O)C.C1OCCOC2C(=CC=CC=2)OCCOCCOC2C(=CC=CC=2)OC1>[CH3:19][O:18][C:15]1[CH:16]=[CH:17][C:12]([C:10](=[O:11])[CH2:9][C:3](=[O:5])[CH3:4])=[CH:13][CH:14]=1 |f:0.1|. Procedure details: To a 0° C. suspension of sodium hydride (853 mg, 21.8 mmol, 60% oil dispersion) in THF (13 mL) is added ethyl acetate (2.03 mL, 20.8 mmol). The reaction is stirred at room temperature for 1 h. A solution of 4-methoxyacetophenone (1.56 g, 10.4 mmol), dibenzo-18-crown-6 (62 mg, 0.016 mmol) and ethanol (2 drops) in THF (13 mL) is added dropwise and the reaction mixture is heated to reflux. After 3 h, the reaction is cooled to room temperature, quenched with saturated aqueous NH4Cl, and concentrated... Reactants: COC(=O)C=1C=C(C(=CC1)C)NC(CCC1=C(C=C(C=C1Br)OC)Br)=O (N-(3-methoxycarbonyl-6-methylphenyl)-3-(2,6-dibromo-4-methoxyphenyl)-propionamide), BrC1=C2CCC(N(C2=CC(=C1)OC)C1=C(C=CC=C1Cl)Cl)=O (5-bromo-1-(2,6-dichlorophenyl)-3,4-dihydro-7-methoxy-2(1H)-quinolinone), M-OMe. The product is BrC1=C2CCC(N(C2=CC(=C1)OC)C1=CC(=CC=C1C)C(=O)OC)=O (5-Bromo-3,4-dihydro-7-methoxy-1-(3-methoxycarbonyl-6-methylphenyl)-2(1H)-quinolinone). Reaction SMILES: [CH3:1][O:2][C:3]([C:5]1[CH:6]=[C:7]([NH:12][C:13](=[O:26])[CH2:14][CH2:15][C:16]2[C:21](Br)=[CH:20][C:19]([O:23][CH3:24])=[CH:18][C:17]=2[Br:25])[C:8]([CH3:11])=[CH:9][CH:10]=1)=[O:4].BrC1C=C(OC)C=C2C=1CCC(=O)N2C1C(Cl)=CC=CC=1Cl>>[Br:25][C:17]1[CH:18]=[C:19]([O:23][CH3:24])[CH:20]=[C:21]2[C:16]=1[CH2:15][CH2:14][C:13](=[O:26])[N:12]2[C:7]1[C:8]([CH3:11])=[CH:9][CH:10]=[C:5]([C:3]([O:2][CH3:1])=[O:4])[CH:6]=1. Procedure details: 5-Bromo-3,4-dihydro-7-methoxy-1-(3-methoxycarbonyl-6-methylphenyl)-2(1H)-quinolinone was prepared from N-(3-methoxycarbonyl-6-methylphenyl)-3-(2,6-dibromo-4-methoxyphenyl)-propionamide by a procedure analogous to that described in INTERMEDIATE 1, Step E. Mass spectrum (ESI) 374.0 (M-OMe). 1H NMR (500 MHz, CDCl3): δ 8.02 (dd, J=2.0, 8.0 Hz, 1H); 7.80 (d, J=8.5 Hz, 1H); 6.80 (d, J=2.5 Hz, 1H); 5.73 (d, J=2.5 Hz, 1H); 3.89 (s, 3H); 3.63 (s, 3H); 3.16 (m, 2H); 2.80 (m, 2H); 2.13 (s, 3H).